From a dataset of the Open Reaction Database (ORD), a public repository of structured organic reaction records. describe an organic reaction: reactants, conditions, products, and yield Reactants: C(C)(C)[C@@H]1NCC=2C1=NC=C(C2)C(=O)OC (methyl(S)-7-isopropyl-6,7-dihydro-5H-pyrrolo[3,4-b]pyridine-3-carboxylate), C(C)(C)[C@@H]1N(CC=2C1=NC=C(C2)C(NCC2=CC=C(C=C2)C(=O)OC)=O)C(=O)OC(C)(C)C (tert-butyl(S)-7-isopropyl-3-((4-(methoxycarbonyl)benzyl)carbamoyl)-5,7-dihydro-6H-pyrrolo[3,4-b]pyridine-6-carboxylate). Run at time 2 minute. Product: C(C)(C)[C@@H]1NCC=2C1=NC=C(C2)C(=O)NCC2=CC=C(C(=O)OC)C=C2 (Methyl(S)-4-((7-isopropyl-6,7-dihydro-5H-pyrrolo[3,4-b]pyridine-3-carboxamido)methyl)benzoate). RXN SMILES: C([C@H]1C2=NC=C(C(OC)=O)C=C2CN1)(C)C.[CH:17]([C@H:20]1[C:24]2=[N:25][CH:26]=[C:27]([C:29](=[O:42])[NH:30][CH2:31][C:32]3[CH:37]=[CH:36][C:35]([C:38]([O:40][CH3:41])=[O:39])=[CH:34][CH:33]=3)[CH:28]=[C:23]2[CH2:22][N:21]1C(OC(C)(C)C)=O)([CH3:19])[CH3:18]>>[CH:17]([C@H:20]1[C:24]2=[N:25][CH:26]=[C:27]([C:29]([NH:30][CH2:31][C:32]3[CH:33]=[CH:34][C:35]([C:38]([O:40][CH3:41])=[O:39])=[CH:36][CH:37]=3)=[O:42])[CH:28]=[C:23]2[CH2:22][NH:21]1)([CH3:19])[CH3:18]. Procedure: Procedure same as that for methyl(S)-7-isopropyl-6,7-dihydro-5H-pyrrolo[3,4-b]pyridine-3-carboxylate, using tert-butyl(S)-7-isopropyl-3-((4-(methoxycarbonyl)benzyl)carbamoyl)-5,7-dihydro-6H-pyrrolo[3,4-b]pyridine-6-carboxylate as a starting material. LC-MS tR=0.73 min in 2 min chromatography, MS (ESI) m/z 354. Starting materials: C(C1=CC=CC=C1)CN (benzylmethylamine), C(C1=CC=CC=C1)N1CC2OC2C1 (3-benzyl-6-oxa-3-azabicyclo[3.1.0]hexane). Solvent: O1CCOCC1 (dioxane), O (water). Yields the product C(C1=CC=CC=C1)N1C[C@H]([C@@H](C1)O)NCCC1=CC=CC=C1 (trans-1-Benzyl-3-benzylmethylamino-4-hydroxypyrrolidine). Reaction SMILES: [CH2:1]([N:8]1[CH2:13][CH:12]2[CH:10]([O:11]2)[CH2:9]1)[C:2]1[CH:7]=[CH:6][CH:5]=[CH:4][CH:3]=1.[CH2:14]([CH2:21][NH2:22])[C:15]1[CH:20]=[CH:19][CH:18]=[CH:17][CH:16]=1>O1CCOCC1.O>[CH2:1]([N:8]1[CH2:9][C@@H:10]([OH:11])[C@H:12]([NH:22][CH2:21][CH2:14][C:15]2[CH:20]=[CH:19][CH:18]=[CH:17][CH:16]=2)[CH2:13]1)[C:2]1[CH:3]=[CH:4][CH:5]=[CH:6][CH:7]=1. Procedure details: 19.4 g (0.1 mol) of 90% strength 3-benzyl-6-oxa-3-azabicyclo[3.1.0]hexane are heated under reflux with 14.5 g (0.12 mol) of benzylmethylamine in 100 ml of dioxane and 200 ml of water overnight. The mixture is extracted with CHCl3, the extracts are dried with K2CO3 and concentrated and the residue is subjected to incipient distillation up to 160° C. (oil bath temperature).